From a dataset of the Open Reaction Database (ORD), a public repository of structured organic reaction records. describe an organic reaction: reactants, conditions, products, and yield Starting materials: ClC1=NC=C(C=C1)[N+](=O)[O-] (2-chloro-5-nitropyridine), C(=O)(OC(C)(C)C)N1CCNCC1 (1-Boc-piperazine), C1CCC2=NCCCN2CC1 (DBU). Reagents/catalysts: [N+](CCCC)(CCCC)(CCCC)CCCC.[I-] (Bu4NI). Solvent: CN(C)C=O (DMF), C(C)(=O)OCC (ethyl acetate). Product: C(C)(C)(C)OC(=O)N1CCN(CC1)C1=NC=C(C=C1)[N+](=O)[O-] (4-(5-nitropyridin-2-yl)piperazine-1-carboxylic acid tert-butyl ester). RXN SMILES: Cl[C:2]1[CH:7]=[CH:6][C:5]([N+:8]([O-:10])=[O:9])=[CH:4][N:3]=1.[C:11]([N:18]1[CH2:23][CH2:22][NH:21][CH2:20][CH2:19]1)([O:13][C:14]([CH3:17])([CH3:16])[CH3:15])=[O:12].C1CCN2C(=NCCC2)CC1>CN(C=O)C.[N+](CCCC)(CCCC)(CCCC)CCCC.[I-].C(OCC)(=O)C>[C:14]([O:13][C:11]([N:18]1[CH2:23][CH2:22][N:21]([C:2]2[CH:7]=[CH:6][C:5]([N+:8]([O-:10])=[O:9])=[CH:4][N:3]=2)[CH2:20][CH2:19]1)=[O:12])([CH3:17])([CH3:15])[CH3:16] |f:4.5|. Reported procedure: A solution of 2-chloro-5-nitropyridine (1.58 g, 10.0 mmol) in DMF (15 mL) was treated with 1-Boc-piperazine (1.96 g, 10.5 mmol) in the presence of DBU (3 mL) and Bu4NI (0.185 g, 0.5 mmol) at 80° C. for 18 h. The reaction mixture was diluted with ethyl acetate at 25° C. The organic phase was washed with H2O, saturated NaCl, dried over MgSO4 and then concentrated in vacuo to afford 4-(5-nitropyridin-2-yl)piperazine-1-carboxylic acid tert-butyl ester as a yellow solid which was used for next step r... The reactants are O[C@H]1C[C@H](CC[C@@H]1Br)C(=O)N(C)C ((1S,3S,4S)-3-hydroxy-4-bromo-N,N-dimethylcyclohexanecarboxamide), [OH-].[Na+] (sodium hydroxide). The solvent is C(Cl)Cl (Methylene chloride). Conditions: time 3 hour. The product is CN(C(=O)[C@@H]1C[C@@H]2O[C@@H]2CC1)C ((1S,3S,6R)—N,N-Dimethyl-7-oxabicyclo[4.1.0]heptane-3-carboxamide). Yield: 82.2%. As a reaction SMILES: [OH:1][C@@H:2]1[C@@H:7](Br)[CH2:6][CH2:5][C@H:4]([C:9]([N:11]([CH3:13])[CH3:12])=[O:10])[CH2:3]1.[OH-].[Na+]>C(Cl)Cl>[CH3:12][N:11]([CH3:13])[C:9]([C@H:4]1[CH2:5][CH2:6][C@@H:7]2[C@@H:2]([O:1]2)[CH2:3]1)=[O:10] |f:1.2|. Procedure: Methylene chloride (125 mL) was cooled to 0° C., and (1S,3S,4S)-3-hydroxy-4-bromo-N,N-dimethylcyclohexanecarboxamide (25 g) was then added thereto. Thereafter, a 25% sodium hydroxide aqueous solution (16 mL) was added to the above obtained solution, and the temperature of the obtained mixture was then increased to room temperature, followed by stirring the mixture for 3 hours. Thereafter, the organic layer was separated from the reaction mixture, and was then concentrated and dried to solidify. ... The reactants are COC(C1=CC=C(C=C1)OCC1=CC2=CC=C(C=C2C=C1)OC[C@H]1OC(OC1)(C)C)=O (4-[6-((R)-2,2-dimethyl-[1,3]dioxolan-4-ylmethoxy)-naphthalen-2-ylmethoxy]-benzoic acid methyl ester), [OH-].[Li+] (lithium hydroxide), Cl (HCl). The solvent is C1CCOC1.O (THF water). Reaction conditions: time 8 hour. Product: CC1(OC[C@H](O1)COC=1C=C2C=CC(=CC2=CC1)COC1=CC=C(C(=O)O)C=C1)C (4-[6-((R)-2,2-Dimethyl-[1,3]dioxolan-4-ylmethoxy)-naphthalen-2-ylmethoxy]-benzoic acid). As a reaction SMILES: C[O:2][C:3](=[O:31])[C:4]1[CH:9]=[CH:8][C:7]([O:10][CH2:11][C:12]2[CH:21]=[CH:20][C:19]3[C:14](=[CH:15][CH:16]=[C:17]([O:22][CH2:23][C@@H:24]4[CH2:28][O:27][C:26]([CH3:30])([CH3:29])[O:25]4)[CH:18]=3)[CH:13]=2)=[CH:6][CH:5]=1.[OH-].[Li+].Cl>C1COCC1.O>[CH3:29][C:26]1([CH3:30])[O:25][C@H:24]([CH2:23][O:22][C:17]2[CH:18]=[C:19]3[C:14](=[CH:15][CH:16]=2)[CH:13]=[C:12]([CH2:11][O:10][C:7]2[CH:8]=[CH:9][C:4]([C:3]([OH:31])=[O:2])=[CH:5][CH:6]=2)[CH:21]=[CH:20]3)[CH2:28][O:27]1 |f:1.2,4.5|. Reported procedure: To a solution of 4-[6-((R)-2,2-dimethyl-[1,3]dioxolan-4-ylmethoxy)-naphthalen-2-ylmethoxy]-benzoic acid methyl ester (0.46, 1.09 mmol) in THF/water (10 ml of a 1:1 mixture) is added lithium hydroxide (0.15 g, 3.57 mmol). The reaction mixture is stirred at room temperature overnight, then at 70° C. for 24 h. The reaction mixture is cooled to room temperature, neutralized with 1.5 M HCl and the white solid obtained is collected by vacuum filtration, washed with water and dried under vacuum to affo... The solvent is C(C)N(CC)CC (triethylamine). The reactants are C(C)(C)OC1=NC(=NC(=N1)N1CCOCC1)C1=CC=C(N)C=C1 (4-(4-isopropoxy-6-morpholino-1,3,5-triazin-2-yl)aniline), C(=O)(OC)C1=CC=C(C=C1)N=C=O (4-carbomethoxy-phenylisocyanate). As a reaction SMILES: [CH:1]([O:4][C:5]1[N:10]=[C:9]([N:11]2[CH2:16][CH2:15][O:14][CH2:13][CH2:12]2)[N:8]=[C:7]([C:17]2[CH:23]=[CH:22][C:20]([NH2:21])=[CH:19][CH:18]=2)[N:6]=1)([CH3:3])[CH3:2].[C:24]([C:28]1[CH:33]=[CH:32][C:31]([N:34]=[C:35]=[O:36])=[CH:30][CH:29]=1)([O:26][CH3:27])=[O:25]>C(N(CC)CC)C>[CH:1]([O:4][C:5]1[N:10]=[C:9]([N:11]2[CH2:16][CH2:15][O:14][CH2:13][CH2:12]2)[N:8]=[C:7]([C:17]2[CH:23]=[CH:22][C:20]([NH:21][C:35]([NH:34][C:31]3[CH:32]=[CH:33][C:28]([C:24]([O:26][CH3:27])=[O:25])=[CH:29][CH:30]=3)=[O:36])=[CH:19][CH:18]=2)[N:6]=1)([CH3:3])[CH3:2]. Conditions: time 48 hour. Procedure: A mixture of 4-(4-isopropoxy-6-morpholino-1,3,5-triazin-2-yl)aniline (1.3 g, 4.1 mmol), triethylamine (2 ml) and 4-carbomethoxy-phenylisocyanate (1451 mg, 8.2 mmol) was stirred for 48 hours and quenched with water and washed well. The organic layer was dried and filtered. It was concentrated and purified by column chromatography by eluting it initially with 10% ethyl acetate:hexane and latter with 40% ethyl acetate:hexane. White solid; 600 mg, 30%; MS (ESI) m/z 492.5. Product: C(C)(C)OC1=NC(=NC(=N1)N1CCOCC1)C1=CC=C(C=C1)NC(=O)NC1=CC=C(C(=O)OC)C=C1 (methyl 4-({[4-(4-isopropoxy-6-morpholin-4-yl-1,3,5-triazin-2-yl)phenyl]carbamoyl}amino)benzoate).